Task: describe an organic reaction: reactants, conditions, products, and yield. Dataset: the Open Reaction Database (ORD), a public repository of structured organic reaction records Starting materials: C1(CCCCC1)CC1NCCC(C1)C(=O)OC (Methyl 2-(cyclohexylmethyl)piperidine-4-carboxylate), C(OC)(=O)Cl (methyl carbonochloridate), CCN(C(C)C)C(C)C (DIPEA), ClCCl (dichloromethane). Run in C(C)OCC (diethylether). Reaction conditions: time 2 hour. Yields the product C1(CCCCC1)CC1N(CCC(C1)C(=O)OC)C(=O)OC (Dimethyl 2-(cyclohexylmethyl)piperidine-1,4-dicarboxylate). As a reaction SMILES: [CH:1]1([CH2:7][CH:8]2[CH2:13][CH:12]([C:14]([O:16][CH3:17])=[O:15])[CH2:11][CH2:10][NH:9]2)[CH2:6][CH2:5][CH2:4][CH2:3][CH2:2]1.[C:18](Cl)(=[O:21])[O:19][CH3:20].CCN(C(C)C)C(C)C.ClCCl>C(OCC)C>[CH:1]1([CH2:7][CH:8]2[CH2:13][CH:12]([C:14]([O:16][CH3:17])=[O:15])[CH2:11][CH2:10][N:9]2[C:18]([O:19][CH3:20])=[O:21])[CH2:6][CH2:5][CH2:4][CH2:3][CH2:2]1. Procedure: Methyl 2-(cyclohexylmethyl)piperidine-4-carboxylate (1.79 g, 7.48 mmol), methyl carbonochloridate (1.06 g, 11.2 mmol) and DIPEA (1.93 g, 15.0 mmol) were added to dichloromethane (60 mL) at room temperature and stirred for 2 h. The reaction mixture was diluted with diethylether and washed with water. The organic phase was dried over MgSO4, filtered through Celite® and the solvent was evaporated. Crude product 2.2 g. 1H NMR (400 MHz, cdcl3) δ 0.71-0.97 (m, 2H), 1.02-1.28 (m, 5H), 1.38 (dt, 1H), 1.... The reactants are C(C)(C)(C)OC(CNS(=O)(=O)C1=CC=C(C=C1)C1=CC=C(C=C1)NC(=O)C=1OC2=C(C1)C=CC=C2)=O (N-({4′-[(1-benzofuran-2-ylcarbonyl)amino]-1,1′-biphenyl-4-yl}sulfonyl)glycine t-butyl ester). The solvent is solution, C(=O)(C(F)(F)F)O (TFA), C(Cl)Cl (methylene chloride). Conditions: time 4 hour. The product is O1C(=CC2=C1C=CC=C2)C(=O)NC2=CC=C(C=C2)C2=CC=C(C=C2)S(=O)(=O)NCC(=O)O (N-({4′-[(1-benzofuran-2-ylcarbonyl)amino]-1,1′-biphenyl-4-yl}sulfonyl)glycine). Isolated yield 84.0%. Reaction SMILES: C([O:5][C:6](=[O:36])[CH2:7][NH:8][S:9]([C:12]1[CH:17]=[CH:16][C:15]([C:18]2[CH:23]=[CH:22][C:21]([NH:24][C:25]([C:27]3[O:28][C:29]4[CH:35]=[CH:34][CH:33]=[CH:32][C:30]=4[CH:31]=3)=[O:26])=[CH:20][CH:19]=2)=[CH:14][CH:13]=1)(=[O:11])=[O:10])(C)(C)C>C(O)(C(F)(F)F)=O.C(Cl)Cl>[O:28]1[C:29]2[CH:35]=[CH:34][CH:33]=[CH:32][C:30]=2[CH:31]=[C:27]1[C:25]([NH:24][C:21]1[CH:22]=[CH:23][C:18]([C:15]2[CH:16]=[CH:17][C:12]([S:9]([NH:8][CH2:7][C:6]([OH:36])=[O:5])(=[O:10])=[O:11])=[CH:13][CH:14]=2)=[CH:19][CH:20]=1)=[O:26]. Procedure: N-({4′-[(1-benzofuran-2-ylcarbonyl)amino]-1,1′-biphenyl-4-yl}sulfonyl)glycine t-butyl ester (75 mg) was dissolved in a 95% solution of TFA in methylene chloride (5 mL). The solution was stirred at room temperature for 4 h and the solvent was removed under vacuum. The crude product was triturated with hexane/ethyl acetate (95:5) three times. The product was lyophilized with benzene to give 56 mg of N-({4′-[(1-benzofuran-2-ylcarbonyl)amino]-1,1′-biphenyl-4-yl}sulfonyl)glycine. LCMS MH+ (m/z) 451. ... The reactants are C1(CCCC1)OC=1C=C(CO)C=CC1OC (3-cyclopentyloxy-4-methoxybenzyl alcohol), Cl (HCl). Solvent: C(Cl)Cl (methylene chloride). Product: C1(CCCC1)OC=1C=C(CCl)C=CC1OC (3-cyclopentyloxy-4-methoxybenzyl chloride). The yield is 98.9%. As a reaction SMILES: [CH:1]1([O:6][C:7]2[CH:8]=[C:9]([CH:12]=[CH:13][C:14]=2[O:15][CH3:16])[CH2:10]O)[CH2:5][CH2:4][CH2:3][CH2:2]1.[ClH:17]>C(Cl)Cl>[CH:1]1([O:6][C:7]2[CH:8]=[C:9]([CH:12]=[CH:13][C:14]=2[O:15][CH3:16])[CH2:10][Cl:17])[CH2:5][CH2:4][CH2:3][CH2:2]1. Procedure: A solution containing 3-cyclopentyloxy-4-methoxybenzyl alcohol (112 grams, 0.50 mol), prepared as described in step a), in 1 liter of methylene chloride was stirred at room temperature with concentrated HCl (110 milliliters, 1.2 mol) for 3 hours, at which time the reaction was done by TLC. The layers were separated and the methylene chloride solution was washed twice with water and evaporated under reduced pressure to give 3-cyclopentyloxy-4-methoxybenzyl chloride (119 grams, 100%). The reactants are [H-].[Na+] (sodium hydride), ICCOC(C)OCCI (bis(2-iodoethoxy)ethane), C(CC(=O)OCC)(=O)OCC (diethyl malonate). The solvent is O1CCCC1 (tetrahydrofuran). Product: C(C)OC(C(C(=O)OCC)(CCOCCOCCI)CCOCCOCCI)=O (2,2-bis(8-iodo-3,6-dioxaoctyl)malonic acid diethyl ester), (ICH2CH2OCH2CH2OCH2CH2)2 -C(CO2Et)2. Isolated yield 38.0%. RXN SMILES: [H-].[Na+].ICCO[CH:7]([O:9][CH2:10][CH2:11][I:12])[CH3:8].[C:13]([O:21][CH2:22][CH3:23])(=[O:20])[CH2:14][C:15]([O:17][CH2:18][CH3:19])=[O:16]>O1CCCC1>[CH2:22]([O:21][C:13](=[O:20])[C:14]([CH2:19][CH2:18][O:17][CH2:8][CH2:7][O:9][CH2:10][CH2:11][I:12])([CH2:14][CH2:15][O:16][CH2:8][CH2:7][O:9][CH2:10][CH2:11][I:12])[C:15]([O:17][CH2:18][CH3:19])=[O:16])[CH3:23] |f:0.1|. Reported procedure: 1.71 g (0.036 mol) of sodium hydride was added to 40 ml of tetrahydrofuran dried over metallic sodium, and to this solution was added dropwise a mixed solution of 17.6 g (0.048 mol) of bis(2-iodoethoxy)ethane and 1.92 g (0.012 mol) of diethyl malonate, the mixture being refluxed under heating for hours. Tetrahydrofuran was distilled off and the residue was cooled to room temperature, added with 1N hydrochloric acid until the litmus paper came to indicate acidity and then extracted three times wi...